Dataset: the Open Reaction Database (ORD), a public repository of structured organic reaction records. Task: describe an organic reaction: reactants, conditions, products, and yield Starting materials: C1CCOC1, C[Si](C)(C)[O-], COC(=O)c1ccc2c(C3CCCCC3)c3n(c2c1)CC(c1ncco1)=Cc1cc(OC)ccc1-3, [K+]. The product is COc1ccc2c(c1)C=C(c1ncco1)Cn1c-2c(C2CCCCC2)c2ccc(C(=O)O)cc21. RXN SMILES: [CH2:42]1[O:43][CH2:44][CH2:45][CH2:46]1.[CH3:36][Si:37]([CH3:38])([CH3:39])[O-:40].[CH:1]1([c:7]2[c:8]3[cH:9][cH:10][c:11]([C:32](=[O:33])[O:34][CH3:35])[cH:12][c:13]3[n:14]3[c:15]2-[c:16]2[c:17]([cH:26][c:27]([O:30][CH3:31])[cH:28][cH:29]2)[CH:18]=[C:19]([c:21]2[o:22][cH:23][cH:24][n:25]2)[CH2:20]3)[CH2:2][CH2:3][CH2:4][CH2:5][CH2:6]1.[K+:41]>>[CH:1]1([c:7]2[c:8]3[cH:9][cH:10][c:11]([C:32](=[O:33])[OH:34])[cH:12][c:13]3[n:14]3[c:15]2-[c:16]2[c:17]([cH:26][c:27]([O:30][CH3:31])[cH:28][cH:29]2)[CH:18]=[C:19]([c:21]2[o:22][cH:23][cH:24][n:25]2)[CH2:20]3)[CH2:2][CH2:3][CH2:4][CH2:5][CH2:6]1. The reactants are C1CNCCN1, ClCCl, CCCCCC, CCOC(=O)CC(=O)c1cc(F)c(OS(=O)(=O)c2c(C)cc(C)cc2C)nc1Nc1ccc(F)cc1F. Product: CCOC(=O)CC(=O)c1cc(F)c(N2CCNCC2)nc1Nc1ccc(F)cc1F. RXN SMILES: [CH2:1]1[CH2:2][NH:3][CH2:4][CH2:5][NH:6]1.[CH2:50]([Cl:51])[Cl:52].[CH3:44][CH2:45][CH2:46][CH2:47][CH2:48][CH3:49].[F:7][c:8]1[c:9]([NH:15][c:16]2[c:17]([C:18](=[O:19])[CH2:20][C:21](=[O:22])[O:23][CH2:24][CH3:25])[cH:26][c:27]([F:43])[c:28]([O:30][S:31]([c:32]3[c:33]([CH3:34])[cH:35][c:36]([CH3:37])[cH:38][c:39]3[CH3:40])(=[O:41])=[O:42])[n:29]2)[cH:10][cH:11][c:12]([F:14])[cH:13]1>>[CH2:1]1[CH2:2][N:3]([c:28]2[c:27]([F:43])[cH:26][c:17]([C:18](=[O:19])[CH2:20][C:21](=[O:22])[O:23][CH2:24][CH3:25])[c:16]([NH:15][c:9]3[c:8]([F:7])[cH:13][c:12]([F:14])[cH:11][cH:10]3)[n:29]2)[CH2:4][CH2:5][NH:6]1. Reactants: C(C)C=1C2=C(N=C(N1)N)C=CC(=N2)C2=CC=C(C=C2)F (4-ethyl-6-(4-fluoro-phenyl)-pyrido[3,2-d]pyrimidin-2-ylamine), O1C(OCCC1)CC[Mg]Br ((1,3-dioxan-2-ylethyl)magnesium bromide), ClC=1N=C(C2=C(N1)C=CC(=N2)C2=CC=C(C=C2)F)Cl (2,4-Dichloro-6-(4-fluoro-phenyl)-pyrido[3,2-d]pyrimidine). Product: ClC=1N=C(C2=C(N1)C=CC(=N2)C2=CC=C(C=C2)F)CCC2OCCCO2 (2-chloro-4-(2-[1,3]dioxan-2-yl-ethyl)-6-(4-fluorophenyl)-pyrido[3,2-d]pyrimidine). As a reaction SMILES: C(C1C2N=C(C3C=CC(F)=CC=3)C=CC=2N=C(N)N=1)C.[O:21]1[CH2:26][CH2:25][CH2:24][O:23][CH:22]1[CH2:27][CH2:28][Mg]Br.[Cl:31][C:32]1[N:33]=[C:34](Cl)[C:35]2[N:41]=[C:40]([C:42]3[CH:47]=[CH:46][C:45]([F:48])=[CH:44][CH:43]=3)[CH:39]=[CH:38][C:36]=2[N:37]=1>>[Cl:31][C:32]1[N:33]=[C:34]([CH2:28][CH2:27][CH:22]2[O:23][CH2:24][CH2:25][CH2:26][O:21]2)[C:35]2[N:41]=[C:40]([C:42]3[CH:47]=[CH:46][C:45]([F:48])=[CH:44][CH:43]=3)[CH:39]=[CH:38][C:36]=2[N:37]=1. Procedure: The procedure for the synthesis of 4-ethyl-6-(4-fluoro-phenyl)-pyrido[3,2-d]pyrimidin-2-ylamine was repeated, except for the use of (1,3-dioxan-2-ylethyl)magnesium bromide instead of ethylmagnesium bromide and 2,4-Dichloro-6-(4-fluoro-phenyl)-pyrido[3,2-d]pyrimidine (see WO2006135993) instead of N-[4-chloro-6-(4-fluoro-phenyl)-pyrido[3,2-d]pyrimidin-2-yl]-acetamide. The resulting title compound was characterised as follows: MS (m/z) 374.0 [M+H]+; HPLC Rt=4.46 minutes (Method A). The reactants are C1CNC1, ClCCCOc1ccc(-c2nnc(CSCCOc3ccccc3)o2)cc1, [I-], [Na+], [Na+], O=C([O-])O, CN(C)C=O. Yields the product c1ccc(OCCSCc2nnc(-c3ccc(OCCCN4CCC4)cc3)o2)cc1. Reaction SMILES: [CH2:28]1[CH2:29][NH:30][CH2:31]1.[Cl:1][CH2:2][CH2:3][CH2:4][O:5][c:6]1[cH:7][cH:8][c:9](-[c:12]2[o:13][c:14]([CH2:17][S:18][CH2:19][CH2:20][O:21][c:22]3[cH:23][cH:24][cH:25][cH:26][cH:27]3)[n:15][n:16]2)[cH:10][cH:11]1.[I-:32].[Na+:33].[Na+:38].[O-:34][C:35]([OH:36])=[O:37].[O:39]=[CH:40][N:41]([CH3:42])[CH3:43]>>[CH2:2]([CH2:3][CH2:4][O:5][c:6]1[cH:7][cH:8][c:9](-[c:12]2[o:13][c:14]([CH2:17][S:18][CH2:19][CH2:20][O:21][c:22]3[cH:23][cH:24][cH:25][cH:26][cH:27]3)[n:15][n:16]2)[cH:10][cH:11]1)[N:30]1[CH2:29][CH2:28][CH2:31]1. Product: O=C(CCc1nn(-c2ccccc2)c(=O)o1)N1CCCCC1. Reaction SMILES: [CH2:18]1[CH2:19][CH2:20][NH:21][CH2:22][CH2:23]1.[O:1]=[c:2]1[n:3](-[c:12]2[cH:13][cH:14][cH:15][cH:16][cH:17]2)[n:4][c:5]([CH2:7][CH2:8][C:9](=[O:10])[OH:11])[o:6]1.[O:24]=[CH:25][N:26]([CH3:27])[CH3:28]>>[O:1]=[c:2]1[n:3](-[c:12]2[cH:13][cH:14][cH:15][cH:16][cH:17]2)[n:4][c:5]([CH2:7][CH2:8][C:9](=[O:11])[N:21]2[CH2:20][CH2:19][CH2:18][CH2:23][CH2:22]2)[o:6]1. Starting materials: C1CCNCC1, O=C(O)CCc1nn(-c2ccccc2)c(=O)o1, CN(C)C=O. Starting materials: CC(C)(C)OC(=O)N1CCCN(c2nc3ccccc3[nH]2)CC1, CCCCCBr, CN(C)C=O, ClCCl, [H-], [Na+]. Product: CCCCCn1c(N2CCCN(C(=O)OC(C)(C)C)CC2)nc2ccccc21. Reaction SMILES: [C:1]([CH3:2])([CH3:3])([CH3:4])[O:5][C:6](=[O:7])[N:8]1[CH2:9][CH2:10][N:11]([c:15]2[n:16][c:17]3[c:18]([nH:19]2)[cH:20][cH:21][cH:22][cH:23]3)[CH2:12][CH2:13][CH2:14]1.[CH2:31]([CH2:32][CH2:33][CH2:34][CH3:35])[Br:36].[CH3:24][N:25]([CH3:26])[CH:27]=[O:28].[Cl:37][CH2:38][Cl:39].[H-:29].[Na+:30]>>[C:1]([CH3:2])([CH3:3])([CH3:4])[O:5][C:6](=[O:7])[N:8]1[CH2:9][CH2:10][N:11]([c:15]2[n:16]([CH2:31][CH2:32][CH2:33][CH2:34][CH3:35])[c:17]3[c:18]([n:19]2)[cH:20][cH:21][cH:22][cH:23]3)[CH2:12][CH2:13][CH2:14]1. The reactants are C(C)OC(C1=CC=CC=C1)=C1C(NC2=CC=C(C=C12)NS(=O)(=O)C1=CC=CC=C1)=O (3-(1-ethoxy-1-phenyl-methylidene)-5-phenylsulphonylamino-2-indolinone), C(C)OC(=O)CC1=CC=C(N)C=C1 (4-ethoxycarbonylmethyl-aniline), O (water). The solvent is CN(C)C=O (DMF). Conditions: temperature 140 celsius, time 1 hour. Yields the product C(C)OC(=O)CC1=CC=C(C=C1)N\C(\C1=CC=CC=C1)=C\1/C(NC2=CC=C(C=C12)NS(=O)(=O)C1=CC=CC=C1)=O ((Z)-3-[1-(4-ethoxycarbonylmethyl-phenylamino)-1-phenyl-methylidene]-5-phenylsulphonylamino-2-indolinone). Reaction SMILES: C(O[C:4](=[C:11]1[C:19]2[C:14](=[CH:15][CH:16]=[C:17]([NH:20][S:21]([C:24]3[CH:29]=[CH:28][CH:27]=[CH:26][CH:25]=3)(=[O:23])=[O:22])[CH:18]=2)[NH:13][C:12]1=[O:30])[C:5]1[CH:10]=[CH:9][CH:8]=[CH:7][CH:6]=1)C.[CH2:31]([O:33][C:34]([CH2:36][C:37]1[CH:43]=[CH:42][C:40]([NH2:41])=[CH:39][CH:38]=1)=[O:35])[CH3:32].O>CN(C=O)C>[CH2:31]([O:33][C:34]([CH2:36][C:37]1[CH:38]=[CH:39][C:40]([NH:41]/[C:4](=[C:11]2\[C:12](=[O:30])[NH:13][C:14]3[C:19]\2=[CH:18][C:17]([NH:20][S:21]([C:24]2[CH:29]=[CH:28][CH:27]=[CH:26][CH:25]=2)(=[O:22])=[O:23])=[CH:16][CH:15]=3)/[C:5]2[CH:6]=[CH:7][CH:8]=[CH:9][CH:10]=2)=[CH:42][CH:43]=1)=[O:35])[CH3:32]. Reported procedure: 0.84 g (2 mmol) of 3-(1-ethoxy-1-phenyl-methylidene)-5-phenylsulphonylamino-2-indolinone and 0.39 g (2.2 mmol) of 4-ethoxycarbonylmethyl-aniline are dissolved in 10 ml of DMF. The mixture is heated to 140° C. for 5 hours. Then water is added while the mixture is cooled with ice and stirred for 1 hour at ambient temperature. The precipitate formed is suction filtered, washed with water, a little isopropanol and ether, then dried in vacuo. Starting materials: CC(C)(C#N)N=NC(C)(C)C#N (AIBN), C(C)#N (acetonitrile), CC(C)(C#N)N=NC(C)(C)C#N (AIBN), IC(F)(F)C(F)(F)C(F)(F)C(F)(F)I (I(CF2)4I), CF2═CFCH2CH2OSi(CH3)3, C(C)#N (acetonitrile). Run in C(Cl)Cl (CH2Cl2). Run at time 20 hour. Yields the product CC(C)(C#N)N=NC(C)(C)C#N.IC(F)(F)C(F)(F)C(F)(F)C(F)(F)I (AIBN I(CF2)4I). RXN SMILES: [CH3:1][C:2]([N:6]=[N:7][C:8]([C:11]#[N:12])([CH3:10])[CH3:9])([C:4]#[N:5])[CH3:3].C(#N)C.[I:16][C:17]([C:20]([C:23]([C:26]([I:29])([F:28])[F:27])([F:25])[F:24])([F:22])[F:21])([F:19])[F:18]>C(Cl)Cl>[CH3:10][C:8]([N:7]=[N:6][C:2]([C:4]#[N:5])([CH3:3])[CH3:1])([C:11]#[N:12])[CH3:9].[I:16][C:17]([C:20]([C:23]([C:26]([I:29])([F:27])[F:28])([F:25])[F:24])([F:22])[F:21])([F:19])[F:18] |f:4.5|. Procedure: The procedure of Example 17 was followed, except solvent and initiator were varied. Due to the well-known unsuitability of CH2Cl2 as a solvent in regular free radical polymerization systems, including AIBN case, the solvent was changed to acetonitrile. After adding 0.3 g of AIBN, 0.8 g of I(CF2)4I, 3.0 g of CF2═CFCH2CH2OSi(CH3)3, and 30 ml of acetonitrile in a 70 ml stainless autoclave equipped with a magnetic stirrer, 20 ml of VDF and 5 ml of HFP were introduced into the reactor under vacuum by...